describe an organic reaction: reactants, conditions, products, and yield From a dataset of the Open Reaction Database (ORD), a public repository of structured organic reaction records. Reactants: CCC[Mg+], C1CCOC1, CON(C)C(=O)c1cccnc1, [Cl-]. The product is CCCC(=O)c1cccnc1. As a reaction SMILES: [CH2:14]([CH2:15][CH3:16])[Mg+:17].[CH2:18]1[O:19][CH2:20][CH2:21][CH2:22]1.[CH3:1][N:2]([C:3]([c:4]1[cH:5][n:6][cH:7][cH:8][cH:9]1)=[O:10])[O:11][CH3:12].[Cl-:13]>>[C:3]([c:4]1[cH:5][n:6][cH:7][cH:8][cH:9]1)(=[O:10])[CH2:14][CH2:15][CH3:16].